The task is: describe an organic reaction: reactants, conditions, products, and yield. This data is from the Open Reaction Database (ORD), a public repository of structured organic reaction records. Yields the product NC1=NC(=NC=C1C(C1=C(C=CC(=C1)C)OC)=O)NC1CCC(CC1)NS(=O)(=O)C (N-[4-[4-amino-5-(2-methoxy-5-methyl-benzoyl)-pyrimidin-2-ylamino]-cyclohexyl]-methanesulfonamide). The reactants are NC1=NC(=NC=C1C(=O)C1=C(C=CC(=C1)C)OC)NC1CCC(CC1)N ([4-amino-2-(4-amino-cyclohexylamino)-pyrimidin-5-yl]-(2-methoxy-5-methyl-phenyl)-methanone), CS(=O)(=O)Cl (methanesulfonyl chloride). Reaction SMILES: [NH2:1][C:2]1[C:7]([C:8]([C:10]2[CH:15]=[C:14]([CH3:16])[CH:13]=[CH:12][C:11]=2[O:17][CH3:18])=[O:9])=[CH:6][N:5]=[C:4]([NH:19][CH:20]2[CH2:25][CH2:24][CH:23]([NH2:26])[CH2:22][CH2:21]2)[N:3]=1.[CH3:27][S:28](Cl)(=[O:30])=[O:29]>>[NH2:1][C:2]1[C:7]([C:8](=[O:9])[C:10]2[CH:15]=[C:14]([CH3:16])[CH:13]=[CH:12][C:11]=2[O:17][CH3:18])=[CH:6][N:5]=[C:4]([NH:19][CH:20]2[CH2:25][CH2:24][CH:23]([NH:26][S:28]([CH3:27])(=[O:30])=[O:29])[CH2:22][CH2:21]2)[N:3]=1. Procedure details: A similar procedure as described in Example 60 was used, starting from [4-amino-2-(4-amino-cyclohexylamino)-pyrimidin-5-yl]-(2-methoxy-5-methyl-phenyl)-methanone (Example 337) and methanesulfonyl chloride (Aldrich) to give N-[4-[4-amino-5-(2-methoxy-5-methyl-benzoyl)-pyrimidin-2-ylamino]-cyclohexyl]-methanesulfonamide. MS (M+H)+, 398. Starting materials: Br, CC(=O)O, COc1cc(C(F)(F)F)cnc1OC. Product: COc1cc(C(F)(F)F)cnc1O. RXN SMILES: [BrH:15].[CH3:16][C:17](=[O:18])[OH:19].[CH3:1][O:2][c:3]1[n:4][cH:5][c:6]([C:11]([F:12])([F:13])[F:14])[cH:7][c:8]1[O:9][CH3:10]>>[OH:2][c:3]1[n:4][cH:5][c:6]([C:11]([F:12])([F:13])[F:14])[cH:7][c:8]1[O:9][CH3:10]. Reactants: O=C1Cc2c(cccc2-c2ccc(Br)cc2)N1, C1CCNCC1, CCO, Cc1cc(C(=O)NCCN2CCCC2)c(C=O)[nH]1. Yields the product Cc1cc(C(=O)NCCN2CCCC2)c(C=C2C(=O)Nc3cccc(-c4ccc(Br)cc4)c32)[nH]1. As a reaction SMILES: [Br:1][c:2]1[cH:3][cH:4][c:5](-[c:8]2[c:9]3[c:13]([cH:14][cH:15][cH:16]2)[NH:12][C:11](=[O:17])[CH2:10]3)[cH:6][cH:7]1.[CH2:36]1[CH2:37][CH2:38][NH:39][CH2:40][CH2:41]1.[CH3:42][CH2:43][OH:44].[N:18]1([CH2:23][CH2:24][NH:25][C:26](=[O:27])[c:28]2[c:29]([CH:34]=[O:35])[nH:30][c:31]([CH3:33])[cH:32]2)[CH2:19][CH2:20][CH2:21][CH2:22]1>>[Br:1][c:2]1[cH:3][cH:4][c:5](-[c:8]2[c:9]3[c:13]([cH:14][cH:15][cH:16]2)[NH:12][C:11](=[O:17])[C:10]3=[CH:34][c:29]2[c:28]([C:26]([NH:25][CH2:24][CH2:23][N:18]3[CH2:19][CH2:20][CH2:21][CH2:22]3)=[O:27])[cH:32][c:31]([CH3:33])[nH:30]2)[cH:6][cH:7]1. The reactants are [Si](C)(C)(C(C)(C)C)OC[C@H](C=1C(=NC=C(C1)F)OC)N[S@@](=O)C(C)(C)C ((S)-N-((S)-2-(tert-butyldimethylsilyloxy)-1-(5-fluoro-2-methoxypyridin-3-yl)ethyl)-2-methylpropane-2-sulfinamide), Cl.O1CCOCC1 (HCl dioxane). Run in CO (methanol). Run at time 16 hour. Yields the product Cl.Cl.N[C@H](CO)C=1C(=NC=C(C1)F)OC ((S)-2-amino-2-(5-fluoro-2-methoxypyridin-3-yl)ethanol dihydrochloride). The yield is 100.0%. RXN SMILES: [Si]([O:8][CH2:9][C@@H:10]([NH:20][S@](C(C)(C)C)=O)[C:11]1[C:12]([O:18][CH3:19])=[N:13][CH:14]=[C:15]([F:17])[CH:16]=1)(C(C)(C)C)(C)C.[ClH:27].O1CCOCC1>CO>[ClH:27].[ClH:27].[NH2:20][C@@H:10]([C:11]1[C:12]([O:18][CH3:19])=[N:13][CH:14]=[C:15]([F:17])[CH:16]=1)[CH2:9][OH:8] |f:1.2,4.5.6|. Procedure: To a solution of (S)-N-((S)-2-(tert-butyldimethylsilyloxy)-1-(5-fluoro-2-methoxypyridin-3-yl)ethyl)-2-methylpropane-2-sulfinamide (1.40 g, 3.46 mmol) in methanol (20 mL) was added 4N HCl/dioxane (8.65 mL, 34.6 mmol). The solution was stirred at ambient temperature for 16 hours, then concentrated and dried under vacuum to afford (S)-2-amino-2-(5-fluoro-2-methoxypyridin-3-yl)ethanol dihydrochloride as a yellow oil which was used without purification, assuming 100% yield. MS (apci) m/z=186.9 (M+H). Starting materials: COC=1C=C(C=CC1OC)C#CC1=C(C=O)C=C(C(=C1)OC)OC (2-[(3,4-Dimethoxyphenyl)ethynyl]-4,5-dimethoxybenzaldehyde), Na2HPO4, C1=CC(=CC(=C1)Cl)C(=O)OO (m-CPBA), [OH-].[K+] (KOH), EtOAc-hexanes, C1(=CC=CC=C1)O (phenol), CCN(C(C)C)C(C)C (iPr2NEt), COCCl (chloromethyl methyl ether). Run in O (H2O), C(Cl)Cl (CH2Cl2), C(=O)(O)[O-].[Na+] (NaHCO3), CCOC(=O)C.C(Cl)Cl (EtOAc CH2Cl2), C(Cl)Cl (CH2Cl2). Reaction conditions: temperature 25 celsius, time 18 hour. Product: COC=1C=C(C=CC1OC)C#CC1=C(C=C(C(=C1)OC)OC)OCOC (2-[(3,4-Dimethoxyphenyl)ethynyl]-4,5-dimethoxy-1-(methoxymethoxy)-benzene). Isolated yield 67.0%. RXN SMILES: [CH3:1][O:2][C:3]1[CH:4]=[C:5]([C:11]#[C:12][C:13]2[CH:20]=[C:19]([O:21][CH3:22])[C:18]([O:23][CH3:24])=[CH:17][C:14]=2C=O)[CH:6]=[CH:7][C:8]=1[O:9][CH3:10].C1C=C(Cl)C=C([C:32]([O:34]O)=[O:33])C=1.[OH-].[K+].[C:38]1(O)C=CC=CC=1.CCN(C(C)C)C(C)C.COCCl>C(Cl)Cl.C([O-])(O)=O.[Na+].CCOC(C)=O.C(Cl)Cl.O>[CH3:1][O:2][C:3]1[CH:4]=[C:5]([C:11]#[C:12][C:13]2[CH:20]=[C:19]([O:21][CH3:22])[C:18]([O:23][CH3:24])=[CH:17][C:14]=2[O:33][CH2:32][O:34][CH3:38])[CH:6]=[CH:7][C:8]=1[O:9][CH3:10] |f:2.3,8.9,10.11|. Procedure: A stirred solution of 5 (3.13 g, 9.60 mmol, 1.0 equiv) in CH2Cl2 (380 mL under Ar at 25° C. was treated with Na2HPO4 (3.27 g, 23.03 mmol, 2.4 equiv) and m-CPBA (3.98 g, 11.52 mmol, 1.2 equiv). After 18 h, the mixture was diluted with saturated aqueous NaHCO3, extracted with EtOAc, washed with saturated aqueous NaHCO3 and saturated aqueous NaCl, dried (Na2SO4), and concentrated under reduced pressure. The formate was redissolved in MeOH (120 mL), treated with 10% aqueous KOH (7.8 mL, 15.6 mmol, 1... Reactants: ClC(=O)OC(C)(C)C#N (1-Cyano-1-methylethyl chloroformate), C12CN(CC(CNC1)C2)CC(COC2=CC=C(C#N)C=C2)O (4-[3-(3,7-Diazabicyclo[3.3.1 ]non-3-yl)-2-hydroxypropoxy]benzonitrile), C(=O)([O-])[O-].[K+].[K+] (K2CO3). Run in CC#N (MeCN). Reaction conditions: temperature 40 celsius, time 2 hour. Product: C(#N)C1=CC=C(OCC(CN2CC3CN(CC(C2)C3)C(=O)OC(C)(C)C#N)O)C=C1 (1-Cyano-1-methylethyl 7-[3-(4-cyanophenoxy)-2-hydroxypropyl]-3,7-diazabicyclo[3.3.1]nonane-3-carboxylate). The yield is 59.0%. As a reaction SMILES: Cl[C:2]([O:4][C:5]([C:8]#[N:9])([CH3:7])[CH3:6])=[O:3].[CH:10]12[CH2:18][CH:14]([CH2:15][NH:16][CH2:17]1)[CH2:13][N:12]([CH2:19][CH:20]([OH:31])[CH2:21][O:22][C:23]1[CH:30]=[CH:29][C:26]([C:27]#[N:28])=[CH:25][CH:24]=1)[CH2:11]2.C([O-])([O-])=O.[K+].[K+]>CC#N>[C:27]([C:26]1[CH:25]=[CH:24][C:23]([O:22][CH2:21][CH:20]([OH:31])[CH2:19][N:12]2[CH2:11][CH:10]3[CH2:18][CH:14]([CH2:15][N:16]([C:2]([O:4][C:5]([C:8]#[N:9])([CH3:7])[CH3:6])=[O:3])[CH2:17]3)[CH2:13]2)=[CH:30][CH:29]=1)#[N:28] |f:2.3.4|. Procedure: 1-Cyano-1-methylethyl chloroformate (0.4 g; 1.65 mmol; from step (a) above) was added to a stirred solution of 4-[3-(3,7-diazabicyclo[3.3.1]non-3-yl)-2-hydroxypropoxy]benzonitrile (0.5 g; 1.65 mmol; see Example G above) and K2CO3 (0.7 g) in MeCN (25 mL). The reaction mixture was stirred at 40° C. for 2 h. The salts were filtered off and the filtrate was concentrated and subjected to column chromatography (DCM:MeOH; 19:1) to give the title compound in a 59% yield. Starting materials: Cl.C(C)N=C=NCCCN(C)C (1-ethyl-3-(3-dimethylaminopropyl)carbodiimide hydrochloride), [N+](=O)([O-])C1=CC=C(C=C1)CC(=O)O (p-nitrophenylacetic acid), C(C)NCCCCCCC (ethylheptylamine), ON1N=NC2=C1C=CC=C2 (1-hydroxybenzotriazole). Solvent: CN(C=O)C (dimethylformamide), C(C)(=O)OCC (ethyl acetate). Conditions: time 1 hour. Product: C(C)N(C(CC1=CC=C(C=C1)[N+](=O)[O-])=O)CCCCCCC (N-Ethyl-N-heptyl-4-nitrophenylacetamide). Reaction SMILES: [N+:1]([C:4]1[CH:9]=[CH:8][C:7]([CH2:10][C:11]([OH:13])=O)=[CH:6][CH:5]=1)([O-:3])=[O:2].[CH2:14]([NH:16][CH2:17][CH2:18][CH2:19][CH2:20][CH2:21][CH2:22][CH3:23])[CH3:15].ON1C2C=CC=CC=2N=N1.Cl.C(N=C=NCCCN(C)C)C>CN(C)C=O.C(OCC)(=O)C>[CH2:14]([N:16]([CH2:17][CH2:18][CH2:19][CH2:20][CH2:21][CH2:22][CH3:23])[C:11](=[O:13])[CH2:10][C:7]1[CH:6]=[CH:5][C:4]([N+:1]([O-:3])=[O:2])=[CH:9][CH:8]=1)[CH3:15] |f:3.4|. Procedure: A mixture of p-nitrophenylacetic acid (7.14 g, 0.0394 mol), ethylheptylamine (5.64 g, 0.0394 mol) and 1-hydroxybenzotriazole (6.0 g, 0.044 mol) in 35 ml of dimethylformamide (DMF), under nitrogen, is cooled in an ice bath. The mixture is then treated with the 1-ethyl-3-(3-dimethylaminopropyl)carbodiimide hydrochloride (EDC) (7.68 g, 0.04 mol) in portions over 15 min. The mixture is stirred in the cold for 1 hr and at room temperature overnight. The mixture is diluted with 400 ml of ethyl acetate... The reactants are TEA, ClC1=CC(=NC(=N1)SC)NC(C)=O (N-[6-chloro-2-(methylthio)pyrimidin-4-yl]acetamide), ClC1=CC(=NC(=N1)SC)NC(C)=O (N-[6-chloro-2-(methylthio)pyrimidin-4-yl]acetamide), N1CCC(CC1)NC(OC(C)(C)C)=O (tert-butyl piperidin-4-ylcarbamate). Run in CN1CCCC1=O (NMP). The product is C(C)(=O)NC1=CC(=NC(=N1)SC)N1CCC(CC1)NC(OC(C)(C)C)=O (tert-Butyl {1-[6-(acetylamino)-2-(methylthio)pyrimidin-4-yl]piperidin-4-yl}carbamate). Isolated yield 93.8%. RXN SMILES: Cl[C:2]1[N:7]=[C:6]([S:8][CH3:9])[N:5]=[C:4]([NH:10][C:11](=[O:13])[CH3:12])[CH:3]=1.[NH:14]1[CH2:19][CH2:18][CH:17]([NH:20][C:21](=[O:27])[O:22][C:23]([CH3:26])([CH3:25])[CH3:24])[CH2:16][CH2:15]1>CN1C(=O)CCC1>[C:11]([NH:10][C:4]1[N:5]=[C:6]([S:8][CH3:9])[N:7]=[C:2]([N:14]2[CH2:15][CH2:16][CH:17]([NH:20][C:21](=[O:27])[O:22][C:23]([CH3:25])([CH3:24])[CH3:26])[CH2:18][CH2:19]2)[CH:3]=1)(=[O:13])[CH3:12]. Procedure: TEA (0.32 ml, 2.28 mmol) and N-[6-chloro-2-(methylthio)pyrimidin-4-yl]acetamide (Intermediate 44, 0.50 g, 2.28 mmol) were added to a solution of tert-butyl piperidin-4-ylcarbamate (0.46 g, 2.28 mmol) in NMP (2 ml) at room temperature. Using a Smith Microwave Synthesizer, the mixture was subjected to single-mode microwave at 150° C. for 10 minutes. The mixture was partitioned between water and EtOAc. The layers were separated and the organic layer was washed with water two more times. The organic...